This data is from the Open Reaction Database (ORD), a public repository of structured organic reaction records. The task is: describe an organic reaction: reactants, conditions, products, and yield The reactants are O=C([O-])[O-], [CH2]C, C1COCCO1, COc1ccc(B(O)O)cc1, Cc1ccccc1, CCOC(=O)CC1CCc2cc(OCCCNc3ccc(C(F)(F)F)c(Cl)n3)ccc21, [Na+], [Na+], O. Product: CCOC(=O)CC1CCc2cc(OCCCNc3ccc(C(F)(F)F)c(-c4ccc(OC)cc4)n3)ccc21. As a reaction SMILES: [C:34](=[O:35])([O-:36])[O-:37].[CH2:1][CH3:2].[CH2:59]1[O:60][CH2:61][CH2:62][O:63][CH2:64]1.[CH3:40][O:41][c:42]1[cH:43][cH:44][c:45]([B:48]([OH:49])[OH:50])[cH:46][cH:47]1.[CH3:51][c:52]1[cH:53][cH:54][cH:55][cH:56][cH:57]1.[Cl:3][c:4]1[c:5]([C:30]([F:31])([F:32])[F:33])[cH:6][cH:7][c:8]([NH:10][CH2:11][CH2:12][CH2:13][O:14][c:15]2[cH:16][c:17]3[c:21]([cH:22][cH:23]2)[CH:20]([CH2:24][C:25](=[O:26])[O:27][CH2:28][CH3:29])[CH2:19][CH2:18]3)[n:9]1.[Na+:38].[Na+:39].[OH2:58]>>[c:4]1(-[c:45]2[cH:44][cH:43][c:42]([O:41][CH3:40])[cH:47][cH:46]2)[c:5]([C:30]([F:31])([F:32])[F:33])[cH:6][cH:7][c:8]([NH:10][CH2:11][CH2:12][CH2:13][O:14][c:15]2[cH:16][c:17]3[c:21]([cH:22][cH:23]2)[CH:20]([CH2:24][C:25](=[O:26])[O:27][CH2:28][CH3:29])[CH2:19][CH2:18]3)[n:9]1. The reactants are CC(C(=O)P(OC)(OC)=O)C (Dimethyl (2-methyl-1-oxopropyl)phosphonate), [I-].[Na+] (sodium iodide). The solvent is CC(=O)CC (ethyl methyl ketone). Yields the product CC(C(=O)P(OC)([O-])=O)C.[Na+] (Monosodium monomethyl (2-methyl-1-oxopropyl)phosphonate). Reaction SMILES: [CH3:1][CH:2]([CH3:11])[C:3]([P:5](=[O:10])([O:8]C)[O:6][CH3:7])=[O:4].[I-].[Na+:13]>CC(CC)=O>[CH3:1][CH:2]([CH3:11])[C:3]([P:5](=[O:8])([O-:10])[O:6][CH3:7])=[O:4].[Na+:13] |f:1.2,4.5|. Reported procedure: Dimethyl (2-methyl-1-oxopropyl)phosphonate (10.8 g, 0.06 mol) and sodium iodide (9.0 g, 0.06 mol) were dissolved in ethyl methyl ketone (160 ml) and the solution stirred and refluxed for 16 hours. There was evidence of a precipitate after about 10 minutes refluxing. Reactants: O=C([O-])[O-], CC(C)=O, Cc1cc(CCl)c2ccccc2n1, [Cs+], [Cs+], [I-], [K+], COC(=O)C(CNS(=O)(=O)c1ccc(O)cc1)N1CCN(S(C)(=O)=O)CC1. The product is COC(=O)C(CNS(=O)(=O)c1ccc(OCc2cc(C)nc3ccccc23)cc1)N1CCN(S(C)(=O)=O)CC1. As a reaction SMILES: [C:1](=[O:2])([O-:3])[O-:4].[CH3:49][C:50](=[O:51])[CH3:52].[Cl:7][CH2:8][c:9]1[cH:10][c:11]([CH3:19])[n:12][c:13]2[cH:14][cH:15][cH:16][cH:17][c:18]12.[Cs+:5].[Cs+:6].[I-:21].[K+:20].[OH:22][c:23]1[cH:24][cH:25][c:26]([S:29](=[O:30])(=[O:31])[NH:32][CH2:33][CH:34]([C:35](=[O:36])[O:37][CH3:38])[N:39]2[CH2:40][CH2:41][N:42]([S:45](=[O:46])(=[O:47])[CH3:48])[CH2:43][CH2:44]2)[cH:27][cH:28]1>>[CH2:8]([c:9]1[cH:10][c:11]([CH3:19])[n:12][c:13]2[cH:14][cH:15][cH:16][cH:17][c:18]12)[O:22][c:23]1[cH:24][cH:25][c:26]([S:29](=[O:30])(=[O:31])[NH:32][CH2:33][CH:34]([C:35](=[O:36])[O:37][CH3:38])[N:39]2[CH2:40][CH2:41][N:42]([S:45](=[O:46])(=[O:47])[CH3:48])[CH2:43][CH2:44]2)[cH:27][cH:28]1. Starting materials: C([O-])([O-])=O.[K+].[K+] (potassium carbonate), C(CCCCCCCCCCCCCCC)Br (hexadecyl bromide), C(C)(C)(C)C1=CC2=C(N=C(O2)C)C=C1O (6-tert-butyl-5-hydroxy-2-methylbenzoxazole). Solvent: CN(C=O)C (dimethylformamide). The product is C(C)(C)(C)C1=CC2=C(N=C(O2)C)C=C1OCCCCCCCCCCCCCCCC (6-tert-butyl-5-hexadecyloxy-2-methylbenzoxazole). Reaction SMILES: [C:1]([C:5]1[C:14]([OH:15])=[CH:13][C:8]2[N:9]=[C:10]([CH3:12])[O:11][C:7]=2[CH:6]=1)([CH3:4])([CH3:3])[CH3:2].C(=O)([O-])[O-].[K+].[K+].[CH2:22](Br)[CH2:23][CH2:24][CH2:25][CH2:26][CH2:27][CH2:28][CH2:29][CH2:30][CH2:31][CH2:32][CH2:33][CH2:34][CH2:35][CH2:36][CH3:37]>CN(C)C=O>[C:1]([C:5]1[C:14]([O:15][CH2:37][CH2:36][CH2:35][CH2:34][CH2:33][CH2:32][CH2:31][CH2:30][CH2:29][CH2:28][CH2:27][CH2:26][CH2:25][CH2:24][CH2:23][CH3:22])=[CH:13][C:8]2[N:9]=[C:10]([CH3:12])[O:11][C:7]=2[CH:6]=1)([CH3:4])([CH3:2])[CH3:3] |f:1.2.3|. Procedure: 6.9 g of the benzoxazole derivative obtained in Step (c) above was dissolved in 50 ml of dimethylformamide and the solution was stirred at 80° to 90° C. for 6 hours together with 8 g of anhydrous potassium carbonate and 11 g of hexadecyl bromide. After the completion of the reaction, the insoluble material was removed by filtration. To the filtrate was added 150 ml of methanol and the mixture was cooled with ice to precipitate crystals. The crystals were collected by filtration, thus obtained 8.... The reactants are NC1=C(C#N)C(=CC=C1)C1CC1 (2-amino-6-cyclopropylbenzonitrile), O=C(CC(=O)OCC)C (ethyl 3-oxobutanoate). Yields the product NC1=C(C(=NC2=CC=CC(=C12)C1CC1)C)C(=O)OCC (ethyl 4-amino-5-cyclopropyl-2-methylquinoline-3-carboxylate). RXN SMILES: [NH2:1][C:2]1[CH:9]=[CH:8][CH:7]=[C:6]([CH:10]2[CH2:12][CH2:11]2)[C:3]=1[C:4]#[N:5].O=[C:14]([CH3:21])[CH2:15][C:16]([O:18][CH2:19][CH3:20])=[O:17]>>[NH2:5][C:4]1[C:3]2[C:2](=[CH:9][CH:8]=[CH:7][C:6]=2[CH:10]2[CH2:11][CH2:12]2)[N:1]=[C:14]([CH3:21])[C:15]=1[C:16]([O:18][CH2:19][CH3:20])=[O:17]. Reported procedure: Prepared as in Example 2a from 2-amino-6-cyclopropylbenzonitrile (Tachdjian, C. et al. PCT Int. Appl. 2008, WO 2008154221) and ethyl 3-oxobutanoate as a pale yellow solid (80%). MS 271 (MH+). The reactants are ClC1=CC(=C(C=C1C1=C(C=CC=C1)Cl)NCC(=O)N1CCN(CC1)C(C=C)=O)OC (1-(4-(2-(4-chloro-5-(2-Chlorophenyl)-2-methoxyphenylamino)acetyl)piperazin-1-yl)prop-2-en-1-one), B(Br)(Br)Br (BBr3), ice water. Run in C(Cl)Cl (DCM). Reaction conditions: time 1 hour. Yields the product ClC1=CC(=C(C=C1C1=C(C=CC=C1)Cl)NCC(=O)N1CCN(CC1)C(C=C)=O)O (1-(4-(2-(4-chloro-2-hydroxy-5-(2-Chlorophenyl)phenylamino)acetyl)piperazin-1-yl)prop-2-en-1-one). The yield is 23.5%. Reaction SMILES: [Cl:1][C:2]1[C:7]([C:8]2[CH:13]=[CH:12][CH:11]=[CH:10][C:9]=2[Cl:14])=[CH:6][C:5]([NH:15][CH2:16][C:17]([N:19]2[CH2:24][CH2:23][N:22]([C:25](=[O:28])[CH:26]=[CH2:27])[CH2:21][CH2:20]2)=[O:18])=[C:4]([O:29]C)[CH:3]=1.B(Br)(Br)Br>C(Cl)Cl>[Cl:1][C:2]1[C:7]([C:8]2[CH:13]=[CH:12][CH:11]=[CH:10][C:9]=2[Cl:14])=[CH:6][C:5]([NH:15][CH2:16][C:17]([N:19]2[CH2:24][CH2:23][N:22]([C:25](=[O:28])[CH:26]=[CH2:27])[CH2:21][CH2:20]2)=[O:18])=[C:4]([OH:29])[CH:3]=1. Reported procedure: To a solution of 1-(4-(2-(4-chloro-5-(2-Chlorophenyl)-2-methoxyphenylamino)acetyl)piperazin-1-yl)prop-2-en-1-one (70 mg, 0.147 mmol) in DCM (15 mL)-78° C. under argon, BBr3 (187 mg, 0.754 mmol) was added. The mixture was stirred at room temperature for 1 h. The mixture was poured into ice water and extracted ethyl acetate. The organic layer was dried over MgSO4, filtered and concentrated in vacuo. The residue was purified by flash column chromatography on silica gel (dichloromethane/methanol=40:... Starting materials: Cc1ccccc1, COC(OC)c1cc(-n2c(=O)cc(C(F)(F)F)n(C)c2=O)ccc1Cl, O, CC(O)C(C)O, Cc1ccc(S(=O)(=O)O)cc1. The product is CC1OC(c2cc(-n3c(=O)cc(C(F)(F)F)n(C)c3=O)ccc2Cl)OC1C. As a reaction SMILES: [CH3:44][c:45]1[cH:46][cH:47][cH:48][cH:49][cH:50]1.[Cl:1][c:2]1[c:3]([CH:21]([O:22][CH3:23])[O:24][CH3:25])[cH:4][c:5](-[n:8]2[c:9](=[O:20])[n:10]([CH3:19])[c:11]([C:15]([F:16])([F:17])[F:18])[cH:12][c:13]2=[O:14])[cH:6][cH:7]1.[OH2:43].[OH:26][CH:27]([CH3:28])[CH:29]([CH3:30])[OH:31].[c:32]1([CH3:33])[cH:34][cH:35][c:36]([S:37]([OH:38])(=[O:39])=[O:40])[cH:41][cH:42]1>>[Cl:1][c:2]1[c:3]([CH:21]2[O:26][CH:27]([CH3:28])[CH:29]([CH3:30])[O:31]2)[cH:4][c:5](-[n:8]2[c:9](=[O:20])[n:10]([CH3:19])[c:11]([C:15]([F:16])([F:17])[F:18])[cH:12][c:13]2=[O:14])[cH:6][cH:7]1.